From a dataset of the Open Reaction Database (ORD), a public repository of structured organic reaction records. describe an organic reaction: reactants, conditions, products, and yield The reactants are C(C)OCOCC (diethoxymethane), C(C1=CC=CC=C1)O[C@@H]1C(O)O[C@@H]([C@H]([C@@H]1OCC1=CC=CC=C1)OCC1=CC=CC=C1)COCC1=CC=CC=C1 (2,3,4,6-tetra-O-benzyl-mannopyranose), C(C)OC(CBr)=O (bromoacetic acid ethyl ester), fine-powder, [OH-].[Na+] (sodium hydroxide). The reagents and catalysts are S(=O)(=O)(O)[O-].C(CCC)[N+](CCCC)(CCCC)CCCC (tetrabutylammonium hydrogen sulfate). The solvent is COCCOC (1,2-dimethoxyethane). Run at temperature 0 celsius. Yields the product C(C1=CC=CC=C1)O[C@@H]1C(OCC(=O)O)O[C@@H]([C@H]([C@@H]1OCC1=CC=CC=C1)OCC1=CC=CC=C1)COCC1=CC=CC=C1 (2,3,4,6-Tetra-O-benzyl-1-O-carboxymethyl-mannopyranose). As a reaction SMILES: [CH2:1]([O:8][C@H:9]1[C@@H:15]([O:16][CH2:17][C:18]2[CH:23]=[CH:22][CH:21]=[CH:20][CH:19]=2)[C@H:14]([O:24][CH2:25][C:26]2[CH:31]=[CH:30][CH:29]=[CH:28][CH:27]=2)[C@@H:13]([CH2:32][O:33][CH2:34][C:35]2[CH:40]=[CH:39][CH:38]=[CH:37][CH:36]=2)[O:12][CH:10]1[OH:11])[C:2]1[CH:7]=[CH:6][CH:5]=[CH:4][CH:3]=1.[OH-].[Na+].C([O:45][C:46](=[O:49])[CH2:47]Br)C.C(OCOCC)C>S([O-])(O)(=O)=O.C([N+](CCCC)(CCCC)CCCC)CCC.COCCOC>[CH2:1]([O:8][C@H:9]1[C@@H:15]([O:16][CH2:17][C:18]2[CH:23]=[CH:22][CH:21]=[CH:20][CH:19]=2)[C@H:14]([O:24][CH2:25][C:26]2[CH:27]=[CH:28][CH:29]=[CH:30][CH:31]=2)[C@@H:13]([CH2:32][O:33][CH2:34][C:35]2[CH:36]=[CH:37][CH:38]=[CH:39][CH:40]=2)[O:12][CH:10]1[O:11][CH2:47][C:46]([OH:49])=[O:45])[C:2]1[CH:3]=[CH:4][CH:5]=[CH:6][CH:7]=1 |f:1.2,5.6|. Procedure: A mixture that consists of 54.1 g (100 mmol) of 2,3,4,6-tetra-O-benzyl-mannopyranose, 1.7 g (5 mmol) of tetrabutylammonium hydrogen sulfate and 24 g (600 mmol) of fine-powder sodium hydroxide in 350 ml of 1,2-dimethoxyethane is cooled to 0° C. At 0° C., 29.3 g (150 mmol) of bromoacetic acid ethyl ester is added in drops over 10 minutes while being stirred vigorously. It is stirred for one hour at 0° C. 250 ml of diethoxymethane is added, solid is filtered out, and the filtrate is evaporated to t... The reactants are C(C)(=O)OC[C@H](CC1=CC(=C(C=C1)OC)OC)NC(C1=CC(=NC=C1)N1C(C2=CC=CC=C2C(=N1)C=1C=NC=CC1)=O)=O ((2S)-1-acetoxy-3-(3,4-dimethoxyphenyl)-2-{2-[4-(3-pyridyl)phthalazin-1(2H)-on-2-yl]isonicotinoylamino}propane), P(=O)(Cl)(Cl)Cl (phosphorus oxychloride), C(O)([O-])=O.[Na+] (sodium hydrogen carbonate). Run in C(C)#N (acetonitrile). Yields the product C(C)(=O)OC[C@H]1N=C(C2=CC(=C(C=C2C1)OC)OC)C1=CC(=NC=C1)N1C(C2=CC=CC=C2C(=N1)C=1C=NC=CC1)=O ((3S)-4-(3-acetoxymethyl-3,4-dihydro-6,7-dimethoxyisoquinolin-1-yl)-2-[4-(3-pyridyl)phthalazin-1(2H)-on-2-yl]pyridine). Isolated yield 93.6%. As a reaction SMILES: [C:1]([O:4][CH2:5][C@@H:6]([NH:18][C:19](=O)[C:20]1[CH:25]=[CH:24][N:23]=[C:22]([N:26]2[N:35]=[C:34]([C:36]3[CH:37]=[N:38][CH:39]=[CH:40][CH:41]=3)[C:33]3[C:28](=[CH:29][CH:30]=[CH:31][CH:32]=3)[C:27]2=[O:42])[CH:21]=1)[CH2:7][C:8]1[CH:13]=[CH:12][C:11]([O:14][CH3:15])=[C:10]([O:16][CH3:17])[CH:9]=1)(=[O:3])[CH3:2].P(Cl)(Cl)(Cl)=O.C(=O)([O-])O.[Na+]>C(#N)C>[C:1]([O:4][CH2:5][C@@H:6]1[CH2:7][C:8]2[C:13](=[CH:12][C:11]([O:14][CH3:15])=[C:10]([O:16][CH3:17])[CH:9]=2)[C:19]([C:20]2[CH:25]=[CH:24][N:23]=[C:22]([N:26]3[N:35]=[C:34]([C:36]4[CH:37]=[N:38][CH:39]=[CH:40][CH:41]=4)[C:33]4[C:28](=[CH:29][CH:30]=[CH:31][CH:32]=4)[C:27]3=[O:42])[CH:21]=2)=[N:18]1)(=[O:3])[CH3:2] |f:2.3|. Reported procedure: To a solution of (2S)-1-acetoxy-3-(3,4-dimethoxyphenyl)-2-{2-[4-(3-pyridyl)phthalazin-1(2H)-on-2-yl]isonicotinoylamino}propane (150 mg) in acetonitrile (5 ml) is added phosphorus oxychloride (0.29 ml), and the mixture is heated under reflux overnight. The reaction mixture is cooled to room temperature, and neutralized with an aqueous sodium hydrogen carbonate solution. The mixture is extracted with chloroform, and the extract is washed, dried, and concentrated. The residue is crystallized from e... Reactants: [Na] (sodium), C(C1=CC=CC=C1)Cl (benzyl chloride), [O-]CC.[Na+] (sodium ethoxide), C(CCC=C)C=1C=C(C=C(C1C(=O)OCC)O)O (ethyl 6-(4-pentenyl)-β-resorcylate). Solvent: C(C)O (ethanol). Product: C(C1=CC=CC=C1)OC=1C(C(=O)OCC)=C(C=C(C1)OCC1=CC=CC=C1)CCCC=C (ethyl 6-(4-pentenyl)-β-resorcylate dibenzyl ether). As a reaction SMILES: [Na].[O-:2][CH2:3][CH3:4].[Na+].[CH2:6]([C:11]1[CH:12]=[C:13]([OH:23])[CH:14]=[C:15](O)[C:16]=1[C:17]([O:19][CH2:20][CH3:21])=[O:18])[CH2:7][CH2:8][CH:9]=[CH2:10].[CH2:24](Cl)[C:25]1[CH:30]=[CH:29][CH:28]=[CH:27][CH:26]=1>C(O)C>[CH2:3]([O:2][C:15]1[C:16](=[C:11]([CH2:6][CH2:7][CH2:8][CH:9]=[CH2:10])[CH:12]=[C:13]([O:23][CH2:24][C:25]2[CH:30]=[CH:29][CH:28]=[CH:27][CH:26]=2)[CH:14]=1)[C:17]([O:19][CH2:20][CH3:21])=[O:18])[C:4]1[CH:16]=[CH:11][CH:6]=[CH:7][CH:8]=1 |f:1.2,^1:0|. Procedure details: The first step in the sequence in the pyrolysis of 3-hydroxy-1,5-hexadiene to prepare 5-hexenal which is reacted with malonic acid to form 2,7-octadienoic acid. The foregoing acid is esterified by treatment with diazomethane and the resulting methyl ester is reacted with the sodium salt of ethyl acetoacetate under the influence of sodium methoxide in a methanol menstruum to yield the sodium salt of methyl 6-(4pentenyl)-β-dihydroresorcylate. The dihydroresorcylate sodium salt is then brominated a... Reactants: N1(CCC2(CC1)C=1N(C3=C(O2)C=CC=C3)C=CC1)C(=O)OC(C)(C)C (tert-butyl spiro[benzo[b]pyrrolo[1,2-d][1,4]oxazine-4,4′-piperidine]-1′-carboxylate), C1(=CC=CC=C1)C (toluene), Cl (HCl). Run in O1CCOCC1 (1,4-dioxane). The product is Cl.N1CCC2(CC1)C=1N(C3=C(O2)C=CC=C3)C=CC1 (spiro[benzo[b]pyrrolo[1,2-d][1,4]oxazine-4,4′-piperidine]hydrochloride). Yield: 76.0%. Reaction SMILES: [N:1]1(C(OC(C)(C)C)=O)[CH2:6][CH2:5][C:4]2([O:11][C:10]3[CH:12]=[CH:13][CH:14]=[CH:15][C:9]=3[N:8]3[CH:16]=[CH:17][CH:18]=[C:7]23)[CH2:3][CH2:2]1.C1(C)C=CC=CC=1.[ClH:33]>O1CCOCC1>[ClH:33].[NH:1]1[CH2:2][CH2:3][C:4]2([O:11][C:10]3[CH:12]=[CH:13][CH:14]=[CH:15][C:9]=3[N:8]3[CH:16]=[CH:17][CH:18]=[C:7]23)[CH2:5][CH2:6]1 |f:4.5|. Procedure: A 5 L 3-neck round bottom flask was fitted with a mechanical stirrer, an addition funnel, a temperature probe/controller and a nitrogen inlet/outlet. The vessel was charged under nitrogen with a clear amber solution of tert-butyl spiro[benzo[b]pyrrolo[1,2-d][1,4]oxazine-4,4′-piperidine]-1′-carboxylate and (50 g, 0.15 mol) and toluene (250 mL). Stirring was commenced and the addition funnel was charged with (73 mL, 0.29 mol) of 4M HCl in 1,4-dioxane which was added dropwise over 10 minutes result...